Dataset: the Open Reaction Database (ORD), a public repository of structured organic reaction records. Task: describe an organic reaction: reactants, conditions, products, and yield Run in CCOC(=O)C (EtOAc), C(Cl)Cl (methylene chloride). Procedure details: To a solution of (±)-3-{[2-(4,5-diphenyloxazol-2-yl)-2-cyclohexen-1-yl]methyl}phenylamine (110 mg, 0.27 mmol) in methylene chloride (3 ml) was added benzylisocyanate (0.17 ml, 1.36 mmol) at 5° C., and the mixture was stirred at room temperature for 30 min. The reaction mixture was diluted with EtOAc, washed with 1N hydrochloric acid, water, saturated sodium hydrogencarbonate solution, water and brine, dried over magnesium sulfate, and evaporated in vacuo. The resulting solid was collected and wa... Product: C(C1=CC=CC=C1)NC(=O)NC1=CC(=CC=C1)CC1C(=CCCC1)C=1OC(=C(N1)C1=CC=CC=C1)C1=CC=CC=C1 ((±)-1-benzyl-3-{3-{[2-(4,5-diphenyloxazol-2-yl)-2-cyclohexen-1-yl]methyl}phenyl}urea). The reactants are C1(=CC=CC=C1)C=1N=C(OC1C1=CC=CC=C1)C=1C(CCCC1)CC=1C=C(C=CC1)N ((±)-3-{[2-(4,5-diphenyloxazol-2-yl)-2-cyclohexen-1-yl]methyl}phenylamine), C(C1=CC=CC=C1)N=C=O (benzylisocyanate). Isolated yield 69.1%. Reaction SMILES: [C:1]1([C:7]2[N:8]=[C:9]([C:18]3[CH:19]([CH2:24][C:25]4[CH:26]=[C:27]([NH2:31])[CH:28]=[CH:29][CH:30]=4)[CH2:20][CH2:21][CH2:22][CH:23]=3)[O:10][C:11]=2[C:12]2[CH:17]=[CH:16][CH:15]=[CH:14][CH:13]=2)[CH:6]=[CH:5][CH:4]=[CH:3][CH:2]=1.[CH2:32]([N:39]=[C:40]=[O:41])[C:33]1[CH:38]=[CH:37][CH:36]=[CH:35][CH:34]=1>C(Cl)Cl.CCOC(C)=O>[CH2:32]([NH:39][C:40]([NH:31][C:27]1[CH:28]=[CH:29][CH:30]=[C:25]([CH2:24][CH:19]2[CH2:20][CH2:21][CH2:22][CH:23]=[C:18]2[C:9]2[O:10][C:11]([C:12]3[CH:17]=[CH:16][CH:15]=[CH:14][CH:13]=3)=[C:7]([C:1]3[CH:2]=[CH:3][CH:4]=[CH:5][CH:6]=3)[N:8]=2)[CH:26]=1)=[O:41])[C:33]1[CH:38]=[CH:37][CH:36]=[CH:35][CH:34]=1. Conditions: time 30 minute. The reactants are ClC1=CC=C2C(C(NC2=C1)=O)(C=1C=NC=CC1)O (rac-6-Chloro-3-hydroxy-3-pyridin-3-yl-1,3-dihydro-indol-2-one), C(C)[SiH](CC)CC (triethylsilane), FC(C(=O)O)(F)F (trifluoroacetic acid), C([O-])([O-])=O.[Na+].[Na+] (sodium carbonate). The solvent is C(C)(=O)OCC (ethyl acetate). Run at temperature 78 celsius, time 30 minute. Product: ClC1=CC=C2C(C(NC2=C1)=O)C=1C=NC=CC1 (rac-6-chloro-3-pyridin-3-yl-1,3-dihydro-indol-2-one). Isolated yield 40.9%. RXN SMILES: [Cl:1][C:2]1[CH:10]=[C:9]2[C:5]([C:6](O)([C:12]3[CH:13]=[N:14][CH:15]=[CH:16][CH:17]=3)[C:7](=[O:11])[NH:8]2)=[CH:4][CH:3]=1.C([SiH](CC)CC)C.FC(F)(F)C(O)=O.C(=O)([O-])[O-].[Na+].[Na+]>C(OCC)(=O)C>[Cl:1][C:2]1[CH:10]=[C:9]2[C:5]([CH:6]([C:12]3[CH:13]=[N:14][CH:15]=[CH:16][CH:17]=3)[C:7](=[O:11])[NH:8]2)=[CH:4][CH:3]=1 |f:3.4.5|. Reported procedure: rac-6-Chloro-3-hydroxy-3-pyridin-3-yl-1,3-dihydro-indol-2-one (0.27 g, 1.0 mmol) (from Example 39a supra) was suspended in a mixture of triethylsilane (0.49 mL, 3.0 mmol) (Aldrich) and trifluoroacetic acid (1.77 g, 15.0 mmol) (Aldrich) and heated in an 78° C. oil bath for overweekend. After cooling to room temperature, the mixture was diluted with ethyl acetate and treated with solid sodium carbonate (1.0 g). After stirring for 30 minutes, mixture was extracted with water and brine. Aqueous laye... Starting materials: C(\C=C\CC)OC=1C=NC(=NC1)C1=CC=C(C=C1)C12CCC(CC1)(CC2)CCC (1-[4-(5-[(E)-Pent-2-enyloxy]pyrimidin-2-yl)phenyl]-4-propylbicyclo[2.2.2]octane), C(\C=C\CC)OC=1C=NC(=NC1)C1=CC=C(C=C1)C12CCC(CC1)(CC2)CCCCCCC (1-[4-(5-[(E)-Pent-2-enyloxy]pyrimidin-2-yl)phenyl]-4-heptylbicyclo[2.2.2]octane), C(\C=C\CCCCC)OC=1C=NC(=NC1)C1=CC=C(C=C1)C12CCC(CC1)(CC2)CCC (1-[4-(5-[(E)-Oct-2-enyloxy]pyrimidin-2-yl)phenyl]-4-propylbicyclo[2.2.2]octane), C(\C=C\CCCC)OC=1C=NC(=NC1)C1=CC=C(C=C1)C12CCC(CC1)(CC2)CCCCCCC (1-[4-(5-[(E)-Hept-2-enyloxy]pyrimidin-2-yl)phenyl]-4-heptylbicyclo[2.2.2]octane), C(\C=C\C)OC=1C=NC(=NC1)C1=CC=C(C=C1)C12CCC(CC1)(CC2)CCCCC (1-[4-(5-[(E)-But-2-enyloxy]pyrimidin-2-yl)phenyl]-4-pentylbicyclo[2.2.2]octane), C(\C=C\CCCCC)OC=1C=NC(=NC1)C1=CC=C(C=C1)C12CCC(CC1)(CC2)CCCCCCC (1-[4-(5-[(E)-Oct-2-enyloxy]pyrimidin-2-yl)phenyl]-4-heptylbicyclo[2.2.2]octane), C(\C=C\CCCCC)OC=1C=NC(=NC1)C1=CC=C(C=C1)C12CCC(CC1)(CC2)CCCCCCC (1-[4-(5-[(E)-Oct-2-enyloxy]pyrimidin-2-yl)phenyl]-4-heptylbicyclo[2.2.2]octane), C(\C=C\CCC)OC=1C=NC(=NC1)C1=CC=C(C=C1)C12CCC(CC1)(CC2)CCCCCCC (1-[4-(5-[(E)-Hex-2-enyloxy]pyrimidin-2-yl)phenyl]-4-heptylbicyclo[2.2.2]octane), C(\C=C\C)OC=1C=NC(=NC1)C1=CC=C(C=C1)C12CCC(CC1)(CC2)CCCCCCC (1-[4-(5-[(E)-But-2-enyloxy]pyrimidin-2-yl)phenyl]-4-heptylbicyclo[2.2.2]octane), C(\C=C\CCCC)OC=1C=NC(=NC1)C1=CC=C(C=C1)C12CCC(CC1)(CC2)CCCCC (1-[4-(5-[(E)-Hept-2-enyloxy]pyrimidin-2-yl)phenyl]-4-pentylbicyclo[2.2.2]octane), C(\C=C\CCC)OC=1C=NC(=NC1)C1=CC=C(C=C1)C12CCC(CC1)(CC2)CCC (1-[4-(5-[(E)-Hex-2-enyloxy]pyrimidin-2-yl)phenyl]-4-propylbicyclo[2.2.2]octane), C(\C=C\CCCC)OC=1C=NC(=NC1)C1=CC=C(C=C1)C12CCC(CC1)(CC2)CCC (1-[4-(5-[(E)-Hept-2-enyloxy]pyrimidin-2-yl)phenyl]-4-propylbicyclo[2.2.2]octane), C(\C=C\CC)OC=1C=NC(=NC1)C1=CC=C(C=C1)C12CCC(CC1)(CC2)CCCCC (1-[4-(5-[(E)-Pent-2-enyloxy]pyrimidin-2-yl)phenyl]-4-pentylbicyclo[2.2.2]octane). Yields the product C(\C=C\C)OC=1C=NC(=NC1)C1=CC=C(C=C1)C12CCC(CC1)(CC2)CCC (1-[4-(5-[(E)-But-2-enyloxy]pyrimidin-2-yl)phenyl]-4-propylbicyclo[2.2.2]octane). RXN SMILES: [CH2:1]([O:6][C:7]1[CH:8]=[N:9][C:10]([C:13]2[CH:18]=[CH:17][C:16]([C:19]34[CH2:26][CH2:25][C:22]([CH2:27][CH2:28][CH3:29])([CH2:23][CH2:24]3)[CH2:21][CH2:20]4)=[CH:15][CH:14]=2)=[N:11][CH:12]=1)/[CH:2]=[CH:3]/[CH2:4]C.C(OC1C=NC(C2C=CC(C34CCC(CCC)(CC3)CC4)=CC=2)=NC=1)/C=C/CCC.C(OC1C=NC(C2C=CC(C34CCC(CCC)(CC3)CC4)=CC=2)=NC=1)/C=C/CCCC.C(OC1C=NC(C2C=CC(C34CCC(CCC)(CC3)CC4)=CC=2)=NC=1)/C=C/CCCCC.C(OC1C=NC(C2C=CC(C34CCC(CCCCC)(CC3)CC4)=CC=2)=NC=1)/C=C/C.C(OC1C=NC(C2C=CC(C34CCC(CCCCC)(CC3)CC4)=CC=2)=NC=1)/C=C/CC.C(OC1C=NC(C2C=CC(C34CCC(CCCCC)(CC3)CC4)=CC=2)=NC=1)/C=C/CCCC.C(OC1C=NC(C2C=CC(C34CCC(CCCCCCC)(CC3)CC4)=CC=2)=NC=1)/C=C/CCCCC.C(OC1C=NC(C2C=CC(C34CCC(CCCCCCC)(CC3)CC4)=CC=2)=NC=1)/C=C/C.C(OC1C=NC(C2C=CC(C34CCC(CCCCCCC)(CC3)CC4)=CC=2)=NC=1)/C=C/CC.C(OC1C=NC(C2C=CC(C34CCC(CCCCCCC)(CC3)CC4)=CC=2)=NC=1)/C=C/CCC.C(OC1C=NC(C2C=CC(C34CCC(CCCCCCC)(CC3)CC4)=CC=2)=NC=1)/C=C/CCCC>>[CH2:1]([O:6][C:7]1[CH:12]=[N:11][C:10]([C:13]2[CH:14]=[CH:15][C:16]([C:19]34[CH2:24][CH2:23][C:22]([CH2:27][CH2:28][CH3:29])([CH2:21][CH2:20]3)[CH2:25][CH2:26]4)=[CH:17][CH:18]=2)=[N:9][CH:8]=1)/[CH:2]=[CH:3]/[CH3:4]. Reported procedure: 1-[4-(5-[(E)-Pent-2-enyloxy]pyrimidin-2-yl)phenyl]-4-propylbicyclo[2.2.2]octane. 1-[4-(5-[(E)-Hex-2-enyloxy]pyrimidin-2-yl)phenyl]-4-propylbicyclo[2.2.2]octane. 1-[4-(5-[(E)-Hept-2-enyloxy]pyrimidin-2-yl)phenyl]-4-propylbicyclo[2.2.2]octane. 1-[4-(5-[(E)-Oct-2-enyloxy]pyrimidin-2-yl)phenyl]-4-propylbicyclo[2.2.2]octane. 1-[4-(5-[(E)-But-2-enyloxy]pyrimidin-2-yl)phenyl]-4-pentylbicyclo[2.2.2]octane. 1-[4-(5-[(E)-Pent-2-enyloxy]pyrimidin-2-yl)phenyl]-4-pentylbicyclo[2.2.2]octane. 1-[4-(5-[(E)-Hept... Reactants: CCCCO, COC(=O)Cc1cc(C)on1, NN, O. Yields the product Cc1cc(CC(=O)NN)no1. As a reaction SMILES: [CH2:15]([OH:16])[CH2:17][CH2:18][CH3:19].[CH3:1][O:2][C:3]([CH2:4][c:5]1[n:6][o:7][c:8]([CH3:10])[cH:9]1)=[O:11].[NH2:13][NH2:14].[OH2:12]>>[O:2]=[C:3]([CH2:4][c:5]1[n:6][o:7][c:8]([CH3:10])[cH:9]1)[NH:13][NH2:14]. Reactants: C(C)(C)C1=CC=C(CCl)C=C1 (4-isopropylbenzyl chloride), CC(=O)C (acetone). The product is C(C)(C)C1=CC=C(C=C1)CC(C)(O)C (1-(4-isopropylphenyl)-2-methylpropan-2-ol). RXN SMILES: [CH:1]([C:4]1[CH:11]=[CH:10][C:7]([CH2:8]Cl)=[CH:6][CH:5]=1)([CH3:3])[CH3:2].[CH3:12][C:13]([CH3:15])=[O:14]>>[CH:1]([C:4]1[CH:11]=[CH:10][C:7]([CH2:8][C:13]([CH3:15])([OH:14])[CH3:12])=[CH:6][CH:5]=1)([CH3:3])[CH3:2]. Procedure details: The reaction of a Grignard compound, prepared from 20 g (119 mmol) 4-isopropylbenzyl chloride, with 11.4 mL (155 mmol) acetone yields the target compound as a colorless oil. Yield: 13.0 g (57%); mass spectrometry: [M+H]+=193. Reactants: O1C=C(C=C1)C1=NC=CC(=C1)C1=CN=C2N1C=C(C=C2)NC2CCC(CC2)O (4-(3-(2-Furan-3-yl-pyridin-4-yl)-imidazo[1,2-a]pyridin-6-ylamino)-cyclohexanol), C1(CCCCC1)O (cyclohexanol), ClC1=NC=CC(=C1)C1=CN=C2N1C=C(C=C2)NC2CCC(CC2)O (4-[3-(2-Chloro-pyridin-4-yl)-imidazo[1,2-a]pyridin-6-ylamino]-cyclohexanol), C1(CCCCC1)O (cyclohexanol). Yields the product ClC1=NC(=CC(=C1)C1=CN=C2N1C=C(C=C2)NC2CC(CCC2)O)C2=COC=C2 ((1RS,3RS)-3-[3-(2-Chloro-6-furan-3-yl-pyridin-4-yl)-imidazo[1,2-a]pyridin-6-ylamino]-cyclohexanol). As a reaction SMILES: O1C=CC(C2C=C(C3N4C=C(N[CH:22]5[CH2:27][CH2:26][CH:25]([OH:28])[CH2:24][CH2:23]5)C=CC4=NC=3)C=CN=2)=C1.[Cl:29][C:30]1[CH:35]=[C:34]([C:36]2[N:40]3[CH:41]=[C:42]([NH:45]C4CCC(O)CC4)[CH:43]=[CH:44][C:39]3=[N:38][CH:37]=2)[CH:33]=[CH:32][N:31]=1.[CH:53]1([OH:59])[CH2:58][CH2:57][CH2:56]CC1>>[Cl:29][C:30]1[CH:35]=[C:34]([C:36]2[N:40]3[CH:41]=[C:42]([NH:45][CH:23]4[CH2:22][CH2:27][CH2:26][CH:25]([OH:28])[CH2:24]4)[CH:43]=[CH:44][C:39]3=[N:38][CH:37]=2)[CH:33]=[C:32]([C:57]2[CH:58]=[CH:53][O:59][CH:56]=2)[N:31]=1. Procedure details: This compound is prepared analogously to 4-(3-(2-furan-3-yl-pyridin-4-yl)-imidazo[1,2-a]pyridin-6-ylamino)-cyclohexanol (Example 2.3) by replacing [4-[3-(2-chloro-pyridin-4-yl)-imidazo[1,2-a]pyridin-6-ylamino]-cyclohexanol (Example 2.1) with 1-(RS/RS)-3-(2,6-dichloro-pyridin-4-yl)-imidazo[1,2-a]pyridin-6-ylamino)-cyclohexanol (Intermediate J); [M+H]+ 409 Starting materials: O=C([O-])[O-], O=C(Cl)OCc1ccccc1, ClCCl, Nc1cccc(C(O)CO)c1, [Na+], [Na+], O. The product is O=C(Nc1cccc(C(O)CO)c1)OCc1ccccc1. RXN SMILES: [C:13](=[O:14])([O-:15])[O-:16].[CH2:19]([c:20]1[cH:21][cH:22][cH:23][cH:24][cH:25]1)[O:26][C:27](=[O:28])[Cl:29].[Cl:30][CH2:31][Cl:32].[NH2:1][c:2]1[cH:3][c:4]([CH:8]([CH2:9][OH:10])[OH:11])[cH:5][cH:6][cH:7]1.[Na+:17].[Na+:18].[OH2:12]>>[NH:1]([c:2]1[cH:3][c:4]([CH:8]([CH2:9][OH:10])[OH:11])[cH:5][cH:6][cH:7]1)[C:27]([O:26][CH2:19][c:20]1[cH:21][cH:22][cH:23][cH:24][cH:25]1)=[O:28]. Reactants: II (iodine), BrC=1C=NN(C1)[C@H](CC=O)C1CCCC1 ((3R)-3-(4-bromo-1H-pyrazol-1-yl)-3-cyclopentylpropanal), O1CCCC1 (tetrahydrofuran), [OH-].[NH4+] (ammonium hydroxide). Run in O (water). Reaction conditions: time 30 minute. The product is BrC=1C=NN(C1)[C@H](CC#N)C1CCCC1 ((3R)-3-(4-bromo-1H-pyrazol-1-yl)-3-cyclopentylpropanenitrile). Yield: 79.3%. As a reaction SMILES: [Br:1][C:2]1[CH:3]=[N:4][N:5]([C@@H:7]([CH:11]2[CH2:15][CH2:14][CH2:13][CH2:12]2)[CH2:8][CH:9]=O)[CH:6]=1.O1CCCC1.[OH-].[NH4+:22].II>O>[Br:1][C:2]1[CH:3]=[N:4][N:5]([C@@H:7]([CH:11]2[CH2:15][CH2:14][CH2:13][CH2:12]2)[CH2:8][C:9]#[N:22])[CH:6]=1 |f:2.3|. Reported procedure: To a stirred solution of (3R)-3-(4-bromo-1H-pyrazol-1-yl)-3-cyclopentylpropanal ((R)-40, 230.5 mg, 0.85 mmol) in tetrahydrofuran (THF, 2.4 mL, 29 mmol) at room temperature was added a solution of 14.3 M of ammonium hydroxide (NH4OH) in water (2.4 mL), followed by iodine (I2, 237 mg, 0.935 mmol, 1.1 equiv). The resulting reaction mixture was stirred at room temperature for 30 min. When LCMS showed that the reaction was complete, the reaction mixture was quenched with 10% aqueous Na2S2O3 solution ...